From a dataset of the Open Reaction Database (ORD), a public repository of structured organic reaction records. describe an organic reaction: reactants, conditions, products, and yield The reactants are BrCCCCCCCCC#CCC (12-Bromo-dodec-3-yne), N1=CC(=CC=C1)C (3-picoline). Solvent: C(C)#N (acetonitrile). Yields the product [Br-].C(CCCCCCCC#CCC)[N+]1=CC(=CC=C1)C (1-dodec-9-ynyl-3-methyl-pyridinium bromide). Yield: 70.0%. As a reaction SMILES: [Br:1][CH2:2][CH2:3][CH2:4][CH2:5][CH2:6][CH2:7][CH2:8][CH2:9][C:10]#[C:11][CH2:12][CH3:13].[N:14]1[CH:19]=[CH:18][CH:17]=[C:16]([CH3:20])[CH:15]=1>C(#N)C>[Br-:1].[CH2:2]([N+:14]1[CH:19]=[CH:18][CH:17]=[C:16]([CH3:20])[CH:15]=1)[CH2:3][CH2:4][CH2:5][CH2:6][CH2:7][CH2:8][CH2:9][C:10]#[C:11][CH2:12][CH3:13] |f:3.4|. Procedure details: 12-Bromo-dodec-3-yne (1 mmol) was added to a solution of 3-picoline (3 mmol) in acetonitrile, and the solution was refluxed for 24 hours. The acetonitrile was removed in a vacuum, and the resulting residue was partitioned between ether and water. The aqueous layer was washed extensively with ether until no picoline was left in the aqueous layer. The resulting aqueous solution of the product was extracted with chloroform. The chloroform was removed to afford the product (70%). 1HNMR (300 MHz, CDC... The reactants are S(O)(O)(=O)=O (sulfuric acid), NC(C#N)(C(C)C)C ((-)-2-amino-2,3-dimethylbutyronitrile), [OH-].[NH4+] (ammonium hydroxide). Run in C1CCOC1 (THF). Conditions: temperature 100 celsius, time 1 hour. The product is NC(C(=O)N)(C(C)C)C ((+)-2-amino-2,3-dimethylbutyramide). RXN SMILES: S(=O)(=O)(O)O.[NH2:6][C:7]([CH3:13])([CH:10]([CH3:12])[CH3:11])[C:8]#[N:9].[OH-:14].[NH4+]>C1COCC1>[NH2:6][C:7]([CH3:13])([CH:10]([CH3:12])[CH3:11])[C:8]([NH2:9])=[O:14] |f:2.3|. Procedure details: To concentrated sulfuric acid (29.7 ml), cooled with stirring in an ice-acetone cooling bath, is added 11.8 g (-)-2-amino-2,3-dimethylbutyronitrile with [α]D25 =7.31° (c=0.0368 g/ml THF) at such arate that the temperature does not go above 25° C. After the addition, the temperature of the reaction mixture is slowly raised to 100° C. and held at that temperature for one hour. After cooling the mixture in an ice-acetone bath, 85 ml concentrated ammonium hydroxide is added at such a rate that the t... Starting materials: BrC1=NC=CC(=C1)C1(N=C(C2=C(C=CC=C12)F)N)C1=NC(=C(C(=C1)C)OC)C (1-(2-Bromopyridin-4-yl)-4-fluoro-1-(5-methoxy-4,6-dimethylpyridin-2-yl)-1H-isoindol-3-amine), N1=CN=CC(=C1)B(O)O (pyrimidin-5-ylboronic acid). Product: FC1=C2C(=NC(C2=CC=C1)(C1=CC(=NC=C1)C=1C=NC=NC1)C1=NC(=C(C(=C1)C)OC)C)N (4-Fluoro-1-(5-methoxy-4,6-dimethylpyridin-2-yl)-1-(2-(pyrimidin-5-yl)pyridin-4-yl)-1H-isoindol-3-amine). Isolated yield 7.0%. RXN SMILES: Br[C:2]1[CH:7]=[C:6]([C:8]2([C:19]3[CH:24]=[C:23]([CH3:25])[C:22]([O:26][CH3:27])=[C:21]([CH3:28])[N:20]=3)[C:16]3[C:11](=[C:12]([F:17])[CH:13]=[CH:14][CH:15]=3)[C:10]([NH2:18])=[N:9]2)[CH:5]=[CH:4][N:3]=1.[N:29]1[CH:34]=[C:33](B(O)O)[CH:32]=[N:31][CH:30]=1>>[F:17][C:12]1[CH:13]=[CH:14][CH:15]=[C:16]2[C:11]=1[C:10]([NH2:18])=[N:9][C:8]2([C:19]1[CH:24]=[C:23]([CH3:25])[C:22]([O:26][CH3:27])=[C:21]([CH3:28])[N:20]=1)[C:6]1[CH:5]=[CH:4][N:3]=[C:2]([C:33]2[CH:34]=[N:29][CH:30]=[N:31][CH:32]=2)[CH:7]=1. Reported procedure: The title compound was synthesized as described in Example 33 in 7% yield starting from 1-(2-Bromopyridin-4-yl)-4-fluoro-1-(5-methoxy-4,6-dimethylpyridin-2-yl)-1H-isoindol-3-amine (200 mg, 0.45 mmol) and pyrimidin-5-ylboronic acid (61.8 mg, 0.50 mmol). The reactants are Cn1c(c(C=O)c(C(F)(F)F)n1)[Cl], CC1=CN=C(C=C1)N, [C-]#[N+]C1CCCCC1. The reagents and catalysts are O=C(O)C(F)(F)F (trifluoroacetic acid). The solvent is CC(C)O (isopropyl alcohol), CC(C)O (isopropylalcohol). Conditions: temperature 22 celsius, time 20 hour. Product: Cc1ccc2nc(c3c(C(F)(F)F)nn(C)c3[Cl])c(NC3CCCCC3)n2c1. The yield is 3.8%. As a reaction SMILES: CC1=CC=C(N)N=C1.[C-]#[N+]C1CCCCC1.CN1N=C(C(C=O)=C1Cl)C(F)(F)F>>CN1N=C(C(=C1Cl)C1=C(NC2CCCCC2)N2C=C(C)C=CC2=N1)C(F)(F)F. Starting materials: CN1CCC(N)CC1, CS(C)=O, Cc1cc([N+](=O)[O-])ccc1F. Product: Cc1cc([N+](=O)[O-])ccc1NC1CCN(C)CC1. As a reaction SMILES: [CH3:1][N:2]1[CH2:3][CH2:4][CH:5]([NH2:8])[CH2:6][CH2:7]1.[CH3:20][S:21]([CH3:22])=[O:23].[F:9][c:10]1[c:11]([CH3:19])[cH:12][c:13]([N+:16](=[O:17])[O-:18])[cH:14][cH:15]1>>[CH3:1][N:2]1[CH2:3][CH2:4][CH:5]([NH:8][c:10]2[c:11]([CH3:19])[cH:12][c:13]([N+:16](=[O:17])[O-:18])[cH:14][cH:15]2)[CH2:6][CH2:7]1. The reactants are N=1ON=C2C1C=CC=C2C=O (2,1,3-benzoxadiazole-4-aldehyde), NC1=NNC=C1 (3-aminopyrazole). Reported procedure: The title compound was prepared from ethyl acetate, 2,1,3-benzoxadiazole-4-aldehyde and 3-aminopyrazole in the same manner as in Example 94. Product: N=1ON=C2C1C=CC=C2C2C=1C(NC(=C2C#N)C)=NNC1 (4-(2,1,3-Benzoxadiazol-4-yl)-5-cyano-4,7-dihydro-6-methyl-2H-pyrazolo[3,4-b]pyridine). Run in C(C)(=O)OCC (ethyl acetate). RXN SMILES: [N:1]1[O:2][N:3]=[C:4]2[C:9]([CH:10]=O)=[CH:8][CH:7]=[CH:6][C:5]=12.[NH2:12][C:13]1[CH:17]=[CH:16][NH:15][N:14]=1>C(OCC)(=O)C>[N:1]1[O:2][N:3]=[C:4]2[C:9]([CH:10]3[C:4]([C:5]#[N:1])=[C:9]([CH3:8])[NH:12][C:13]4=[N:14][NH:15][CH:16]=[C:17]34)=[CH:8][CH:7]=[CH:6][C:5]=12. The reactants are CC(C)(C)OC(=O)NC1(c2ccc(-c3c(-c4ccccc4)oc4c(ccc5c(I)n[nH]c54)c3=O)cc2)CCC1, CO, Cl, O=C(O)C(F)(F)F, NC1(c2ccc(-c3c(-c4ccccc4)oc4ccc(F)cc4c3=O)cc2)CCC1, O. The product is Cl, NC1(c2ccc(-c3c(-c4ccccc4)oc4c(ccc5c(I)n[nH]c54)c3=O)cc2)CCC1. Reaction SMILES: [C:30]([O:31][C:32](=[O:33])[NH:36][C:37]1([c:41]2[cH:42][cH:43][c:44](-[c:47]3[c:48](=[O:67])[c:49]4[cH:50][cH:51][c:52]5[c:53]([c:54]4[o:55][c:56]3-[c:57]3[cH:58][cH:59][cH:60][cH:61][cH:62]3)[nH:63][n:64][c:65]5[I:66])[cH:45][cH:46]2)[CH2:38][CH2:39][CH2:40]1)([CH3:34])([CH3:35])[CH3:68].[CH3:77][OH:78].[ClH:76].[F:69][C:70]([F:71])([F:72])[C:73]([OH:74])=[O:75].[NH2:1][C:2]1([c:3]2[cH:4][cH:5][c:6](-[c:7]3[c:8](=[O:9])[c:10]4[c:11]([cH:12][cH:13][c:14]([F:15])[cH:16]4)[o:17][c:18]3-[c:19]3[cH:20][cH:21][cH:22][cH:23][cH:24]3)[cH:25][cH:26]2)[CH2:27][CH2:28][CH2:29]1.[OH2:79]>>[ClH:76].[NH2:36][C:37]1([c:41]2[cH:42][cH:43][c:44](-[c:47]3[c:48](=[O:67])[c:49]4[cH:50][cH:51][c:52]5[c:53]([c:54]4[o:55][c:56]3-[c:57]3[cH:58][cH:59][cH:60][cH:61][cH:62]3)[nH:63][n:64][c:65]5[I:66])[cH:45][cH:46]2)[CH2:38][CH2:39][CH2:40]1. Starting materials: 1,4-C6F4(SnMe3)2, B(C1=C(F)C(F)=C(F)C(F)=C1F)(C1=C(F)C(F)=C(F)C(F)=C1F)Cl ((C6F5)2BCl). Run in C1(=CC=CC=C1)C (Toluene). Reaction conditions: temperature 140 celsius, time 12 hour. The product is FC1=C(C(=C(C(=C1B(C1=C(C(=C(C(=C1F)F)F)F)F)C1=C(C(=C(C(=C1F)F)F)F)F)F)F)B(C1=C(C(=C(C(=C1F)F)F)F)F)C1=C(C(=C(C(=C1F)F)F)F)F)F ((tetrafluoro-1,4-phenylene)-bis-(di(pentafluorophenyl)borane)). The yield is 35.5%. Reaction SMILES: [B:1](Cl)([C:13]1[C:22]([F:23])=[C:20]([F:21])[C:18]([F:19])=[C:16]([F:17])[C:14]=1[F:15])[C:2]1[C:11]([F:12])=[C:9]([F:10])[C:7]([F:8])=[C:5]([F:6])[C:3]=1[F:4]>C1(C)C=CC=CC=1>[F:4][C:3]1[C:2]([B:1]([C:13]2[C:14]([F:15])=[C:16]([F:17])[C:18]([F:19])=[C:20]([F:21])[C:22]=2[F:23])[C:2]2[C:3]([F:4])=[C:5]([F:6])[C:7]([F:8])=[C:9]([F:10])[C:11]=2[F:12])=[C:11]([F:12])[C:9]([F:10])=[C:7]([B:1]([C:13]2[C:14]([F:15])=[C:16]([F:17])[C:18]([F:19])=[C:20]([F:21])[C:22]=2[F:23])[C:2]2[C:3]([F:4])=[C:5]([F:6])[C:7]([F:8])=[C:9]([F:10])[C:11]=2[F:12])[C:5]=1[F:6]. Procedure details: Into a thick-walled flask containing a J. Young valve, 1,4-C6F4(SnMe3)2 (0.60 g, 1.26 mmol) and (C6F5)2BCl (2.87 g, 7.56 mmol) were added. Toluene (40 mL) was added, the flask was evacuated to 0.1 torr, and the J. Young valve was closed. The flask was heated at 140° C. for 72 h. The solvent was removed in vacuo, and the residue washed with pentane (4×20 mL). The resulting light yellow solid was exposed to dynamic vacuum (10−5 torr) for 12 h, giving the desired product as a microcrystalline pale ... Starting materials: O=C(Cl)Cl, Clc1ccccc1, CNC(=O)NS(=O)(=O)c1cccc2c1OS(=O)(=O)C(C)C2. Yields the product CC1Cc2cccc(S(=O)(=O)N=C=O)c2OS1(=O)=O. Reaction SMILES: [Cl:22][C:23](=[O:24])[Cl:25].[Cl:26][c:27]1[cH:28][cH:29][cH:30][cH:31][cH:32]1.[O:1]=[S:2]1(=[O:21])[O:3][c:4]2[c:5]([cH:9][cH:10][cH:11][c:12]2[S:13](=[O:14])(=[O:15])[NH:16][C:17](=[O:18])[NH:19][CH3:20])[CH2:6][CH:7]1[CH3:8]>>[O:1]=[S:2]1(=[O:21])[O:3][c:4]2[c:5]([cH:9][cH:10][cH:11][c:12]2[S:13](=[O:14])(=[O:15])[N:16]=[C:17]=[O:18])[CH2:6][CH:7]1[CH3:8]. The reactants are [BH4-], COc1ccc(C)cc1NC(=O)Nc1cnc(C(=O)c2ccccc2)cn1, CO, CCOC(C)=O, [Na+]. The product is COc1ccc(C)cc1NC(=O)Nc1cnc(C(O)c2ccccc2)cn1. As a reaction SMILES: [BH4-:28].[C:1]([c:2]1[cH:3][cH:4][cH:5][cH:6][cH:7]1)(=[O:8])[c:9]1[n:10][cH:11][c:12]([NH:15][C:16](=[O:17])[NH:18][c:19]2[c:20]([O:26][CH3:27])[cH:21][cH:22][c:23]([CH3:25])[cH:24]2)[n:13][cH:14]1.[CH3:30][OH:31].[CH3:32][CH2:33][O:34][C:35](=[O:36])[CH3:37].[Na+:29]>>[CH:1]([c:2]1[cH:3][cH:4][cH:5][cH:6][cH:7]1)([OH:8])[c:9]1[n:10][cH:11][c:12]([NH:15][C:16](=[O:17])[NH:18][c:19]2[c:20]([O:26][CH3:27])[cH:21][cH:22][c:23]([CH3:25])[cH:24]2)[n:13][cH:14]1.